From a dataset of the Open Reaction Database (ORD), a public repository of structured organic reaction records. describe an organic reaction: reactants, conditions, products, and yield As a reaction SMILES: C(OC([N:8]1[CH2:13][CH:12]=[C:11]([C:14]2[CH:19]=[CH:18][C:17]([C:20](=[O:27])[NH:21][CH2:22][CH2:23][CH:24]3[CH2:26][CH2:25]3)=[CH:16][N:15]=2)[CH2:10][CH2:9]1)=O)(C)(C)C.FC(F)(F)C(O)=O>ClCCl>[CH:24]1([CH2:23][CH2:22][NH:21][C:20]([C:17]2[CH:18]=[CH:19][C:14]([C:11]3[CH2:12][CH2:13][NH:8][CH2:9][CH:10]=3)=[N:15][CH:16]=2)=[O:27])[CH2:26][CH2:25]1. Procedure details: To a stirred solution of 5-(2-cyclopropylethylcarbamoyl)-3′,6′-dihydro-2′H-[2,4′]bipyridinyl-1′-carboxylic acid tert-butyl ester (0.338 g, 0.910 mmol) in dichloromethane (10 mL) was added trifluoroacetic acid (0.7 mL). The resulting mixture was stirred at room temperature for 6 hours and then quenched with a saturated aqueous solution of Na2CO3 (5 mL). The organic phase was washed with water (10 mL), saturated NaCl (10 mL), dried over MgSO4 and then concentrated in vacuo. The crude title compoun... Conditions: time 6 hour. Solvent: ClCCl (dichloromethane). The product is C1(CC1)CCNC(=O)C=1C=CC(=NC1)C=1CCNCC1 (1′,2′,3′,6′-Tetrahydro[2,4′]Bipyridinyl-5-Carboxylic Acid (2-Cyclopropylethyl)Amide). Starting materials: C(C)(C)(C)OC(=O)N1CCC(=CC1)C1=NC=C(C=C1)C(NCCC1CC1)=O (5-(2-cyclopropylethylcarbamoyl)-3′,6′-dihydro-2′H-[2,4′]bipyridinyl-1′-carboxylic acid tert-butyl ester), FC(C(=O)O)(F)F (trifluoroacetic acid). Starting materials: C([O-])([O-])=O.[K+].[K+] (Potassium carbonate), ClC1=CC(=C(C=C1)C1=CC(=CC=C1)CCl)C (4-chloro-3′-(chloromethyl)-2-methylbiphenyl), OC1=CC=C(C=O)C=C1 (4-hydroxybenzaldehyde). The solvent is CN(C)C=O (DMF). Run at time 20 hour. Yields the product ClC1=CC(=C(C=C1)C1=CC(=CC=C1)COC1=CC=C(C=O)C=C1)C (4-[(4′-chloro-2′-methylbiphenyl-3-yl)methoxy]benzaldehyde). Reaction SMILES: C(=O)([O-])[O-].[K+].[K+].[Cl:7][C:8]1[CH:13]=[CH:12][C:11]([C:14]2[CH:19]=[CH:18][CH:17]=[C:16]([CH2:20]Cl)[CH:15]=2)=[C:10]([CH3:22])[CH:9]=1.[OH:23][C:24]1[CH:31]=[CH:30][C:27]([CH:28]=[O:29])=[CH:26][CH:25]=1>CN(C=O)C>[Cl:7][C:8]1[CH:13]=[CH:12][C:11]([C:14]2[CH:19]=[CH:18][CH:17]=[C:16]([CH2:20][O:23][C:24]3[CH:31]=[CH:30][C:27]([CH:28]=[O:29])=[CH:26][CH:25]=3)[CH:15]=2)=[C:10]([CH3:22])[CH:9]=1 |f:0.1.2|. Procedure details: Potassium carbonate was added to a DMF solution of 4-chloro-3′-(chloromethyl)-2-methylbiphenyl and 4-hydroxybenzaldehyde, followed by stirring at room temperature for 20 hours to obtain 4-[(4′-chloro-2′-methylbiphenyl-3-yl)methoxy]benzaldehyde. The reactants are ClC(=O)OC(=C)C (isopropenyl chloroformate), FC1=CC(=C(C=C1NC(=O)NC1=CC=CC=C1)C=1C(N(C2=CC(=NC=C2C1)NC(OC(C)(C)C)=O)C(C)C)=O)C (tert-butyl (3-(4-fluoro-2-methyl-5-(3-phenylureido)phenyl)-1-isopropyl-2-oxo-1,2-dihydro-1,6-naphthyridin-7-yl)carbamate), Cl (HCl), O1CCOCC1 (dioxane). Run in N1=CC=CC=C1 (pyridine), CO (MeOH), O (Water). Reaction conditions: time 16 hour. Yields the product FC1=CC(=C(C=C1NC(=O)NC1=CC=CC=C1)C=1C(N(C2=CC(=NC=C2C1)NC(OC(=C)C)=O)C(C)C)=O)C (prop-1-en-2-yl (3-(4-fluoro-2-methyl-5-(3-phenylureido)phenyl)-1-isopropyl-2-oxo-1,2-dihydro-1,6-naphthyridin-7-yl)carbamate). The yield is 90.0%. As a reaction SMILES: [F:1][C:2]1[C:7]([NH:8][C:9]([NH:11][C:12]2[CH:17]=[CH:16][CH:15]=[CH:14][CH:13]=2)=[O:10])=[CH:6][C:5]([C:18]2[C:19](=[O:39])[N:20]([CH:36]([CH3:38])[CH3:37])[C:21]3[C:26]([CH:27]=2)=[CH:25][N:24]=[C:23]([NH:28][C:29](=[O:35])[O:30][C:31](C)([CH3:33])[CH3:32])[CH:22]=3)=[C:4]([CH3:40])[CH:3]=1.Cl.O1CCOCC1.ClC(OC(C)=C)=O>CO.O.N1C=CC=CC=1>[F:1][C:2]1[C:7]([NH:8][C:9]([NH:11][C:12]2[CH:13]=[CH:14][CH:15]=[CH:16][CH:17]=2)=[O:10])=[CH:6][C:5]([C:18]2[C:19](=[O:39])[N:20]([CH:36]([CH3:38])[CH3:37])[C:21]3[C:26]([CH:27]=2)=[CH:25][N:24]=[C:23]([NH:28][C:29](=[O:35])[O:30][C:31]([CH3:33])=[CH2:32])[CH:22]=3)=[C:4]([CH3:40])[CH:3]=1. Reported procedure: A solution of tert-butyl (3-(4-fluoro-2-methyl-5-(3-phenylureido)phenyl)-1-isopropyl-2-oxo-1,2-dihydro-1,6-naphthyridin-7-yl)carbamate (0.2 g, 0.367 mmol) in MeOH (3 mL) was treated with HCl in dioxane (4 M, 0.916 mL, 3.67 mmol) and stirred at RT for 16 h. The mixture was concentrated to dryness, treated with pyridine (3 mL) and isopropenyl chloroformate (0.066 g, 0.550 mmol) and stirred at RT for 1 h. Water was added, the mixture stirred for several minutes, extracted with 20% THF/EtOAc (2×) an... Reactants: ClC1=C(C#N)C=CC(=C1)F (2-chloro-4-fluorobenzonitrile), N1CCNCC1 (piperazine). Procedure details: A mixture of 7.0 mmol 2-chloro-4-fluorobenzonitrile (commercial), 10.5 mmol piperazine in 4 ml N,N-dimethylacetamide was heated for 1 h at 85° C. After cooling to RT and evaporation in vacuo, the mixture was diluted with dichloromethane and purified on silica, eluting with a gradient of dichloromethane/MeOH to yield after evaporation the title compound. MS (m/e): 222.1 (MH+, 100%) Reaction conditions: temperature 85 celsius. Product: ClC1=C(C#N)C=CC(=C1)N1CCNCC1 (2-Chloro-4-piperazin-1-yl-benzonitrile). Solvent: CN(C(C)=O)C (N,N-dimethylacetamide). As a reaction SMILES: [Cl:1][C:2]1[CH:9]=[C:8](F)[CH:7]=[CH:6][C:3]=1[C:4]#[N:5].[NH:11]1[CH2:16][CH2:15][NH:14][CH2:13][CH2:12]1>CN(C)C(=O)C>[Cl:1][C:2]1[CH:9]=[C:8]([N:11]2[CH2:16][CH2:15][NH:14][CH2:13][CH2:12]2)[CH:7]=[CH:6][C:3]=1[C:4]#[N:5]. Starting materials: N#CCBr, CCN(C(C)C)C(C)C, CC#N, Cl, Cl, COC(C)C(N)CS(=O)(=O)Cc1cnc2ccccc2c1. The product is COC(C)C(CS(=O)(=O)Cc1cnc2ccccc2c1)NCC#N. As a reaction SMILES: [Br:24][CH2:25][C:26]#[N:27].[CH2:28]([N:29]([CH:30]([CH3:31])[CH3:32])[CH:33]([CH3:34])[CH3:35])[CH3:36].[CH3:37][C:38]#[N:39].[ClH:1].[ClH:2].[NH2:3][CH:4]([CH2:5][S:6](=[O:7])(=[O:8])[CH2:9][c:10]1[cH:11][n:12][c:13]2[cH:14][cH:15][cH:16][cH:17][c:18]2[cH:19]1)[CH:20]([CH3:21])[O:22][CH3:23]>>[NH:3]([CH:4]([CH2:5][S:6](=[O:7])(=[O:8])[CH2:9][c:10]1[cH:11][n:12][c:13]2[cH:14][cH:15][cH:16][cH:17][c:18]2[cH:19]1)[CH:20]([CH3:21])[O:22][CH3:23])[CH2:25][C:26]#[N:27]. Starting materials: [N+](=O)([O-])C=1C=C(C(C#N)=CC1)C#N (4-nitrophthalonitrile), C(C)(C)(C)C=1C=C(C(O)=CC1)O (4-tert-butylcatechol). The product is C(#N)C=1C=C(OC2=C(C=C(C=C2)C(C)(C)C)OC2=CC(=C(C=C2)C#N)C#N)C=CC1C#N (1,2-bis-(3,4-dicyanophenoxy)-4-tert-butylbenzene). RXN SMILES: [N+]([C:4]1[CH:5]=[C:6]([C:12]#[N:13])[C:7](=[CH:10][CH:11]=1)[C:8]#[N:9])([O-])=O.[C:14]([C:18]1[CH:19]=[C:20]([OH:25])[C:21](=[CH:23][CH:24]=1)[OH:22])([CH3:17])([CH3:16])[CH3:15]>>[C:8]([C:7]1[CH:10]=[C:11]([CH:4]=[CH:5][C:6]=1[C:12]#[N:13])[O:22][C:21]1[CH:23]=[CH:24][C:18]([C:14]([CH3:17])([CH3:15])[CH3:16])=[CH:19][C:20]=1[O:25][C:4]1[CH:11]=[CH:10][C:7]([C:8]#[N:9])=[C:6]([C:12]#[N:13])[CH:5]=1)#[N:9]. Reported procedure: The experimental procedure and reaction conditions were the same as described for Examples 5 and 6. Reagents used were 3.60 g (0.02 moles plus 0.14 g excess) of 4-nitrophthalonitrile and 1.66 g (0.01 moles) of 4-tert-butylcatechol (Aldrich). After workup and recrystallization 3.2 g (76.55% theoretical yield) of off-white crystals of the title compound were obtained. The product had the formula: ##STR14## The melting point was 161°-162° C. The elemental analysis for C26H18N4O2 was calc.: C, 74.64... Reactants: CC(=O)O[BH-](OC(C)=O)OC(C)=O, COCCN1CCNCC1, CC(Cl)Cl, COc1cc(-c2nn(-c3ccc(C=O)cc3)c3ncnc(N)c23)ccc1NC(=O)c1ccc(C(F)(F)F)cc1F, [Na+], [Na+], [OH-]. Product: COCCN1CCN(Cc2ccc(-n3nc(-c4ccc(NC(=O)c5ccc(C(F)(F)F)cc5F)c(OC)c4)c4c(N)ncnc43)cc2)CC1. RXN SMILES: [C:51]([O:52][BH-:53]([O:54][C:55](=[O:56])[CH3:57])[O:58][C:59](=[O:60])[CH3:61])(=[O:62])[CH3:63].[CH3:41][O:42][CH2:43][CH2:44][N:45]1[CH2:46][CH2:47][NH:48][CH2:49][CH2:50]1.[Cl:67][CH:68]([Cl:69])[CH3:70].[NH2:1][c:2]1[c:3]2[c:4]([n:5][cH:6][n:7]1)[n:8](-[c:33]1[cH:34][cH:35][c:36]([CH:39]=[O:40])[cH:37][cH:38]1)[n:9][c:10]2-[c:11]1[cH:12][c:13]([O:31][CH3:32])[c:14]([NH:17][C:18]([c:19]2[c:20]([F:29])[cH:21][c:22]([C:25]([F:26])([F:27])[F:28])[cH:23][cH:24]2)=[O:30])[cH:15][cH:16]1.[Na+:64].[Na+:66].[OH-:65]>>[NH2:1][c:2]1[c:3]2[c:4]([n:5][cH:6][n:7]1)[n:8](-[c:33]1[cH:34][cH:35][c:36]([CH2:39][N:48]3[CH2:47][CH2:46][N:45]([CH2:44][CH2:43][O:42][CH3:41])[CH2:50][CH2:49]3)[cH:37][cH:38]1)[n:9][c:10]2-[c:11]1[cH:12][c:13]([O:31][CH3:32])[c:14]([NH:17][C:18]([c:19]2[c:20]([F:29])[cH:21][c:22]([C:25]([F:26])([F:27])[F:28])[cH:23][cH:24]2)=[O:30])[cH:15][cH:16]1. Starting materials: FC(S(=O)(=O)O[Si](C)(C)C(C)(C)C)(F)F (Tert-butyldimethylsilyl trifluoromethanesulfonate), N1=C(C=CC=C1C)C (2,6-lutidine), BrC=1C=C(C=NC1)CO ((5-bromopyridin-3-yl)methanol), C(O)([O-])=O.[Na+] (sodium hydrogen carbonate). The solvent is C(Cl)Cl (CH2Cl2). Conditions: temperature 0 celsius, time 1 hour. The product is BrC=1C=NC=C(C1)CO[Si](C)(C)C(C)(C)C (3-bromo-5-({[tertbutyl(dimethyl)silyl]oxy}methyl)pyridine). Reaction SMILES: FC(F)(F)S([O:6][Si:7]([C:10]([CH3:13])([CH3:12])[CH3:11])([CH3:9])[CH3:8])(=O)=O.N1C(C)=CC=CC=1C.[Br:24][C:25]1[CH:26]=[C:27]([CH2:31]O)[CH:28]=[N:29][CH:30]=1.C(=O)([O-])O.[Na+]>C(Cl)Cl>[Br:24][C:25]1[CH:30]=[N:29][CH:28]=[C:27]([CH2:31][O:6][Si:7]([C:10]([CH3:13])([CH3:12])[CH3:11])([CH3:9])[CH3:8])[CH:26]=1 |f:3.4|. Reported procedure: Tert-butyldimethylsilyl trifluoromethanesulfonate (1.174 ml, 5.11 mmol) was added to 2,6-lutidine (0.743 ml, 6.38 mmol) and (5-bromopyridin-3-yl)methanol (800 mg, 4.25 mmol) stirred in CH2Cl2 (10 ml) cooled to 0° C. and the mixture was stirred at 0° C. for 1 h. Saturated aqueous sodium hydrogen carbonate was added to the reaction mixture and the mixture was extracted with ethyl acetate. The combined organic fractions were dried (Na2SO4), filtered and the solvent was evaporated under reduced pres... Reactants: CC(=O)O[Pb](OC(C)=O)(OC(C)=O)c1cccc(C(C)(C)C)c1, ClC(Cl)Cl, O=C1CCCCC1[N+](=O)[O-], c1ccncc1. The product is CC(C)(C)c1cccc(C2([N+](=O)[O-])CCCCC2=O)c1. As a reaction SMILES: [C:17]([O:18][Pb:19]([O:20][C:21](=[O:32])[CH3:33])([c:22]1[cH:23][c:24]([C:28]([CH3:29])([CH3:30])[CH3:31])[cH:25][cH:26][cH:27]1)[O:34][C:35](=[O:36])[CH3:37])(=[O:38])[CH3:39].[CH:40]([Cl:41])([Cl:42])[Cl:43].[N+:7](=[O:8])([O-:9])[CH:10]1[C:11](=[O:16])[CH2:12][CH2:13][CH2:14][CH2:15]1.[cH:1]1[cH:2][cH:3][n:4][cH:5][cH:6]1>>[N+:7](=[O:8])([O-:9])[C:10]1([c:22]2[cH:23][c:24]([C:28]([CH3:29])([CH3:30])[CH3:31])[cH:25][cH:26][cH:27]2)[C:11](=[O:16])[CH2:12][CH2:13][CH2:14][CH2:15]1. Reported procedure: 25 g of chlorocarbonylsulphenyl chloride was added dropwise to 25 g of ethyl 3-aminocrotonate in 300 ml of toluene while being cooled with ice. The solution was heat-refluxed for 2 hours, and then cooled. The crystals precipitated were collected through filtration, and then washed twice with toluene to obtain 22.3 g of 4-methyl-5-ethoxycarbonyl-2-thiazolone as purple crystals. Product: CC=1NC(SC1C(=O)OCC)=O (4-methyl-5-ethoxycarbonyl-2-thiazolone). Reactants: ClC(=O)SCl (chlorocarbonylsulphenyl chloride), N\C(=C/C(=O)OCC)\C (ethyl 3-aminocrotonate). As a reaction SMILES: Cl[C:2]([S:4]Cl)=[O:3].[NH2:6]/[C:7](/[CH3:14])=[CH:8]\[C:9]([O:11][CH2:12][CH3:13])=[O:10]>C1(C)C=CC=CC=1>[CH3:14][C:7]1[NH:6][C:2](=[O:3])[S:4][C:8]=1[C:9]([O:11][CH2:12][CH3:13])=[O:10]. The yield is 62.4%. Solvent: C1(=CC=CC=C1)C (toluene).